From a dataset of the Open Reaction Database (ORD), a public repository of structured organic reaction records. describe an organic reaction: reactants, conditions, products, and yield The reactants are S(O)(O)(=O)=O (sulphuric acid), C(C)(=O)O (Acetic acid), IN1C(CCC1=O)=O (N-iodosuccinimide), ClC1=C(C=CC(=C1)O)C1=C(C=CC=C1)F (2-Chloro-2′-fluorobiphenyl-4-ol). Run in C(Cl)Cl (DCM). Conditions: temperature 0 celsius, time 2 hour. Yields the product ClC1=C(C=C(C(=C1)O)I)C1=C(C=CC=C1)F (2-Chloro-2′-fluoro-5-iodobiphenyl-4-ol). Yield: 92.2%. RXN SMILES: [Cl:1][C:2]1[CH:7]=[C:6]([OH:8])[CH:5]=[CH:4][C:3]=1[C:9]1[CH:14]=[CH:13][CH:12]=[CH:11][C:10]=1[F:15].C(O)(=O)C.[I:20]N1C(=O)CCC1=O.S(=O)(=O)(O)O>C(Cl)Cl>[Cl:1][C:2]1[CH:7]=[C:6]([OH:8])[C:5]([I:20])=[CH:4][C:3]=1[C:9]1[CH:14]=[CH:13][CH:12]=[CH:11][C:10]=1[F:15]. Procedure: 2-Chloro-2′-fluorobiphenyl-4-ol (Preparation 76, 430 mg, 1.93 mmol) was dissolved in DCM, and cooled to 0° C. Acetic acid (5 mL), N-iodosuccinimide (434 mg, 1.93 mmol) were added followed by concentrated sulphuric acid (0.2 mL). The reaction mixture was stirred at room temperature for 2 hours. The solvent was evaporated and the residue was purified by flash chromatography on silica gel eluting with heptane:ethyl acetate 7:3 to give the title compound (620 mg, 92%) as oil.